Dataset: the Open Reaction Database (ORD), a public repository of structured organic reaction records. Task: describe an organic reaction: reactants, conditions, products, and yield Starting materials: C(=S)(Cl)Cl (thiophosgene), C([O-])([O-])=O.[Ca+2] (calcium carbonate), ClCCl (dichloromethane), C(C)C1=C(N)C(=CC(=C1)CC1=CC=CC=C1)CC (2,6-diethyl-4-benzylaniline). Run in O (water), ClC(C)Cl (dichloroethane). Reaction conditions: time 2 hour. Product: C(C)C1=C(C(=CC(=C1)CC1=CC=CC=C1)CC)N=C=S (2,6-diethyl-4-benzylphenyl isothiocyanate). Reaction SMILES: [C:1](Cl)(Cl)=[S:2].C(=O)([O-])[O-].[Ca+2].ClCCl.[CH2:13]([C:15]1[CH:21]=[C:20]([CH2:22][C:23]2[CH:28]=[CH:27][CH:26]=[CH:25][CH:24]=2)[CH:19]=[C:18]([CH2:29][CH3:30])[C:16]=1[NH2:17])[CH3:14]>ClC(Cl)C.O>[CH2:13]([C:15]1[CH:21]=[C:20]([CH2:22][C:23]2[CH:28]=[CH:27][CH:26]=[CH:25][CH:24]=2)[CH:19]=[C:18]([CH2:29][CH3:30])[C:16]=1[N:17]=[C:1]=[S:2])[CH3:14] |f:1.2|. Procedure details: 34.0 g of thiophosgene, 54.8 g of calcium carbonate and 460 ml of dichloromethane are stirred with 230 ml of water. A solution of 59.3 g of 2,6-diethyl-4-benzylaniline in 200 ml of dichloroethane is stirred dropwise into this mixture at room temperature. The reaction mixture is stirred for 2 hours under reflux and, after cooling, is filtered over diatomaceous earth. The organic phase is separated from the filtrate, dried over sodium sulfate and freed of the solvent to give the title compound of ... Reactants: C(=O)C=1SC(=CC1)C1=CC=CC=C1 (2-formyl-5-phenylthiophene), C(CCC)[Li] (n-butyllithium), solution, C1(CCCCC1)CN(C([O-])=O)C(P(=O)(OC)OC)C1=CC=CC=C1 (N-cyclohexylmethyl-N-[phenyl(dimethoxyphosphinyl)methyl]carbamate). Run in CCCCCC (hexane), O1CCCC1 (tetrahydrofuran). Conditions: time 4 hour. Product: C1(CCCCC1)CN(C(OCC)=O)C(=CC=1SC(=CC1)C1=CC=CC=C1)C1=CC=CC=C1 (ethyl N-cyclohexylmethyl-N-[1-phenyl-2-(5-phenyl-2-thienyl)ethene-1-yl]carbamate). As a reaction SMILES: [CH2:1]([Li])[CH2:2]CC.[CH:6]1([CH2:12][N:13]([CH:17]([C:24]2[CH:29]=[CH:28][CH:27]=[CH:26][CH:25]=2)P(OC)(OC)=O)[C:14](=[O:16])[O-:15])[CH2:11][CH2:10][CH2:9][CH2:8][CH2:7]1.[CH:30]([C:32]1[S:33][C:34]([C:37]2[CH:42]=[CH:41][CH:40]=[CH:39][CH:38]=2)=[CH:35][CH:36]=1)=O>CCCCCC.O1CCCC1>[CH:6]1([CH2:12][N:13]([C:17]([C:24]2[CH:29]=[CH:28][CH:27]=[CH:26][CH:25]=2)=[CH:30][C:32]2[S:33][C:34]([C:37]3[CH:42]=[CH:41][CH:40]=[CH:39][CH:38]=3)=[CH:35][CH:36]=2)[C:14](=[O:16])[O:15][CH2:1][CH3:2])[CH2:11][CH2:10][CH2:9][CH2:8][CH2:7]1. Procedure details: Under a nitrogen atmosphere n-butyllithium (1.3 mL of a 2.5M solution in hexane) was added to a stirred, cold (-78° C.) solution of 1.15 gram (0.00293 mole) of N-cyclohexylmethyl-N-[phenyl(dimethoxyphosphinyl)methyl]carbamate in approximately 20 mL of tetrahydrofuran. This mixture was stirred for about 30 minutes at -78° C. after which 2-formyl-5-phenylthiophene (0.51 gram, 0.0027 mole) was added. The mixture was allowed to gradually warm to room temperature and stir for four hours. The reaction... Starting materials: CN(C)C=O, O=C(Cl)C(=O)Cl, O=C(O)C=Cc1ccc(SC(F)(F)F)cc1, N, C1CCOC1. The product is NC(=O)C=Cc1ccc(SC(F)(F)F)cc1. RXN SMILES: [CH3:29][N:30]([CH3:31])[CH:32]=[O:33].[Cl:17][C:18]([C:19]([Cl:20])=[O:21])=[O:22].[F:1][C:2]([F:3])([F:4])[S:5][c:6]1[cH:7][cH:8][c:9]([CH:12]=[CH:13][C:14](=[O:15])[OH:16])[cH:10][cH:11]1.[NH3:23].[O:24]1[CH2:25][CH2:26][CH2:27][CH2:28]1>>[F:1][C:2]([F:3])([F:4])[S:5][c:6]1[cH:7][cH:8][c:9]([CH:12]=[CH:13][C:14](=[O:16])[NH2:23])[cH:10][cH:11]1. The reactants are C(#N)C1=CC=C(OC2=CC=C(C=C2)OC)C=C1 (4-(4-Cyanophenoxy)-methoxybenzene), O (water). Run in CS(=O)(=O)O (methanesulfonic acid). Run at time 1 hour. Yields the product COC1=CC=C(OC2=CC=C(C(=O)N)C=C2)C=C1 (4-(4-Methoxyphenoxy)benzamide). As a reaction SMILES: [C:1]([C:3]1[CH:17]=[CH:16][C:6]([O:7][C:8]2[CH:13]=[CH:12][C:11]([O:14][CH3:15])=[CH:10][CH:9]=2)=[CH:5][CH:4]=1)#[N:2].[OH2:18]>CS(O)(=O)=O>[CH3:15][O:14][C:11]1[CH:12]=[CH:13][C:8]([O:7][C:6]2[CH:16]=[CH:17][C:3]([C:1]([NH2:2])=[O:18])=[CH:4][CH:5]=2)=[CH:9][CH:10]=1. Procedure: 4-(4-Cyanophenoxy)-methoxybenzene (7.66 g, 34 mmol) and water (6.13 g, 340 mmol) in methanesulfonic acid (32.7 g) were heated to 80° C. for 16 hours. The cooled mixture was poured onto ice/water and after stirring for 1 hour the solid was collected and air dried yielding 8.4 g of 4-(4-methoxyphenoxy)benzamideas a white solid. GC-MS (m/z, EI): 243 [M]+.